From a dataset of the Open Reaction Database (ORD), a public repository of structured organic reaction records. describe an organic reaction: reactants, conditions, products, and yield The reactants are N1C2=C(C=CC1)CN(C2)C(=O)OCC (ethyl 5,7-dihydro-1H-pyrrolo-[3,4-b]pyridine-6-carboxylate), Cl (hydrochloric acid). The product is Cl.Cl.N1=C2C(=CC=C1)CNC2 (5,7-Dihydro-6H-pyrrolo[3,4-b]pyridine dihydrochloride). RXN SMILES: [NH:1]1[CH2:6][CH:5]=[CH:4][C:3]2[CH2:7][N:8](C(OCC)=O)[CH2:9][C:2]1=2.[ClH:15]>>[ClH:15].[ClH:15].[N:1]1[CH:6]=[CH:5][CH:4]=[C:3]2[CH2:7][NH:8][CH2:9][C:2]=12 |f:2.3.4|. Reported procedure: 8.5 g (44 mmol) of ethyl 5,7-dihydro-1H-pyrrolo-[3,4-b]pyridine-6-carboxylate are refluxed overnight in 90 ml of concentrated hydrochloric acid. The solution is concentrated, the residue is stirred with acetone, and the salt is filtered off with suction and dried in the air.